This data is from the Open Reaction Database (ORD), a public repository of structured organic reaction records. The task is: describe an organic reaction: reactants, conditions, products, and yield Starting materials: C(C)(=O)OCC (Ethyl acetate), CO (methanol), [N+](=O)([O-])C1=CC=C(C=C1)NS(=O)(=O)C (N-(4-Nitro-phenyl)-methanesulfonamide). The reagents and catalysts are [Pd] (palladium on carbon). The solvent is CN(C=O)C (N,N-dimethylformamide). Reaction conditions: temperature 50 celsius. The product is NC1=CC=C(C=C1)NS(=O)(=O)C (N-(4-amino-phenyl)-methanesulfonamide). Yield: 71.1%. As a reaction SMILES: [N+:1]([C:4]1[CH:9]=[CH:8][C:7]([NH:10][S:11]([CH3:14])(=[O:13])=[O:12])=[CH:6][CH:5]=1)([O-])=O.C(OCC)(=O)C.CO>CN(C)C=O.[Pd]>[NH2:1][C:4]1[CH:9]=[CH:8][C:7]([NH:10][S:11]([CH3:14])(=[O:13])=[O:12])=[CH:6][CH:5]=1. Procedure details: N-(4-Nitro-phenyl)-methanesulfonamide (Example 3a, 25 g, 115.62 mmol) was dissolved in N,N-dimethylformamide (15 mL) with gentle heating to ˜50° C. via heat gun. Ethyl acetate (100 mL) and methanol (100 mL) were added followed by 10% palladium on carbon (4 g). The mixture was degassed while stirring and the flask was charged with hydrogen gas via balloon. The mixture was stirred at 25° C. for 4.5 h. The mixture was filtered through Celite (rinsed with ethyl acetate) and concentrated in vacuo to ... Product: CN(CCCN1C2=C(N=C(C3=C1C=CC=C3)C=3C=NC=CC3)C=CC=N2)C (N,N-Dimethyl-6-(3-pyridinyl)-11H-pyrido[2,3-b][1,4]benzodiazepine-11-propanamine). Procedure: Following the procedure of Example 23, 6-(3-pyridinyl)11H-pyrido[2,3-b][1,4]benzodiazepine is reacted with sodium hydride followed by reaction with 3-dimethylaminopropyl chloride to give the title compound. Reaction SMILES: [N:1]1[CH:6]=[CH:5][CH:4]=[C:3]([C:7]2[C:13]3[CH:14]=[CH:15][CH:16]=[CH:17][C:12]=3[NH:11][C:10]3[N:18]=[CH:19][CH:20]=[CH:21][C:9]=3[N:8]=2)[CH:2]=1.[H-].[Na+].[CH3:24][N:25]([CH3:30])[CH2:26][CH2:27][CH2:28]Cl>>[CH3:24][N:25]([CH3:30])[CH2:26][CH2:27][CH2:28][N:11]1[C:12]2[CH:17]=[CH:16][CH:15]=[CH:14][C:13]=2[C:7]([C:3]2[CH:2]=[N:1][CH:6]=[CH:5][CH:4]=2)=[N:8][C:9]2[CH:21]=[CH:20][CH:19]=[N:18][C:10]1=2 |f:1.2|. Reactants: N1=CC(=CC=C1)C1=NC2=C(NC3=C1C=CC=C3)N=CC=C2 (6-(3-pyridinyl)11H-pyrido[2,3-b][1,4]benzodiazepine), [H-].[Na+] (sodium hydride), CN(CCCCl)C (3-dimethylaminopropyl chloride). Procedure: In like manner to the preparation of N2,N4-bis(3-hydroxyphenyl)-5-fluoro-2,4-pyrimidinediamine, 2,4-dichloro-5-fluoropyrimidine and 3-chloroaniline were reacted to yield N2,N4-bis(3-chlorophenyl)-5-fluoro-2,4-pyrimidinediamine. 1H NMR (CD3OD): δ 8.08 (d, 1H, J=5.4 Hz), 7.70 (t, 1H, J=1.8 Hz), 7.57 (t, 1H, J=1.2 Hz), 7.54 (m, 1H), 7.35 (m, 4H), 7.28 (t, 1H, J=1.8 Hz), 7.24 (m, 1H), 7.22 (t, 1H, J=1.8 Hz); 9F NMR (CD3OD): −43631; LCMS: ret. time: 28.99 min.; purity: 99%; MS (m/e): 349 (M+). As a reaction SMILES: Cl[C:2]1[N:7]=[C:6](Cl)[C:5]([F:9])=[CH:4][N:3]=1.[Cl:10][C:11]1[CH:12]=[C:13]([CH:15]=[CH:16][CH:17]=1)[NH2:14]>>[Cl:10][C:11]1[CH:12]=[C:13]([NH:14][C:2]2[N:7]=[C:6]([NH:14][C:13]3[CH:15]=[CH:16][CH:17]=[C:11]([Cl:10])[CH:12]=3)[C:5]([F:9])=[CH:4][N:3]=2)[CH:15]=[CH:16][CH:17]=1. Yields the product ClC=1C=C(C=CC1)NC1=NC=C(C(=N1)NC1=CC(=CC=C1)Cl)F (N2,N4-bis(3-chlorophenyl)-5-fluoro-2,4-pyrimidinediamine). Starting materials: ClC1=NC=C(C(=N1)Cl)F (2,4-dichloro-5-fluoropyrimidine), ClC=1C=C(N)C=CC1 (3-chloroaniline). Reactants: OC1=CC=C(C=C1)C1=CC=C(C=C1)O (4,4′-dihydroxybiphenyl), BrCCCO (3-bromo-1-propanol), C([O-])([O-])=O.[K+].[K+] (potassium carbonate). Solvent: CC(=O)C (acetone). Yields the product OCCCOC1=CC=C(C=C1)C1=CC=C(C=C1)O (4′-(3-hydroxypropoxy)biphenyl-4-ol). As a reaction SMILES: [OH:1][C:2]1[CH:7]=[CH:6][C:5]([C:8]2[CH:13]=[CH:12][C:11]([OH:14])=[CH:10][CH:9]=2)=[CH:4][CH:3]=1.Br[CH2:16][CH2:17][CH2:18][OH:19].C(=O)([O-])[O-].[K+].[K+]>CC(C)=O>[OH:19][CH2:18][CH2:17][CH2:16][O:1][C:2]1[CH:3]=[CH:4][C:5]([C:8]2[CH:13]=[CH:12][C:11]([OH:14])=[CH:10][CH:9]=2)=[CH:6][CH:7]=1 |f:2.3.4|. Procedure: 20.0 g (0.107 mol) of 4,4′-dihydroxybiphenyl, 10.0 g (0.070 mol) of 3-bromo-1-propanol and 15.0 g (0.109 mol) of potassium carbonate are heated under reflux in 300 ml of acetone for 16 h. The batch is subsequently filtered, and the filtrate is evaporated. The residue is taken up in MTB ether, washed with water and dried over sodium sulfate. The solvent is removed in vacuo, and the crude product is chromatographed on silica gel with toluene/ethyl acetate (1:1). Crystallisation from toluene/ethyl ... Reported procedure: MS (EI): 244.3 (M+), light-yellow crystalline solid. Prepared from (1S,4R)-1,7,7-trimethyl-bicyclo[2.2.1]heptane-2,3-dione, (3,3-dimethyl-2-oxo-butyl)-phosphonic acid dimethyl ester, hydrazine monohydrate. Starting materials: C[C@]12C(C([C@H](CC1)C2(C)C)=O)=O ((1S,4R)-1,7,7-trimethyl-bicyclo[2.2.1]heptane-2,3-dione), COP(OC)(=O)CC(C(C)(C)C)=O ((3,3-dimethyl-2-oxo-butyl)-phosphonic acid dimethyl ester), O.NN (hydrazine monohydrate). Product: C(C)(C)(C)C1=NN=C2[C@]3(CC[C@@H](C2=C1)C3(C)C)C ((1S,8R)-5-tert-Butyl-1,11,11-trimethyl-3,4-diaza-tricyclo[6.2.1.02,7]undeca-2,4,6-triene). RXN SMILES: [CH3:1][C@@:2]12[C:8]([CH3:10])([CH3:9])[C@@H:5]([CH2:6][CH2:7]1)[C:4](=O)[C:3]2=O.COP([CH2:19][C:20](=O)[C:21]([CH3:24])([CH3:23])[CH3:22])(=O)OC.O.[NH2:27][NH2:28]>>[C:21]([C:20]1[CH:19]=[C:4]2[C:3]([C@:2]3([CH3:1])[C:8]([CH3:10])([CH3:9])[C@H:5]2[CH2:6][CH2:7]3)=[N:28][N:27]=1)([CH3:24])([CH3:23])[CH3:22] |f:2.3|. The reactants are ClC=1C=C(C=C(C1)Cl)C1(CC(=NO1)C1=CC(=C(C(=O)N)C=C1)C)C(F)(F)F (4-[5-(3,5-dichlorophenyl)-5-trifluoromethyl-4,5-dihydroisoxazol-3-yl]-2-methyl benzoic acid amide), C=O (formalin), C([O-])([O-])=O (carbonate), O (water). The solvent is C(C)(=O)OCC (ethyl acetate), O1CCOCC1 (1,4-dioxane). The product is ClC=1C=C(C=C(C1)Cl)C1(CC(=NO1)C1=CC(=C(C(=O)NCO)C=C1)C)C(F)(F)F (4-[5-(3,5-dichlorophenyl)-5-trifluoromethyl-4,5-dihydroisoxazole-3-yl]-2-methyl-N-(hydroxymethyl)benzoic acid amide). Isolated yield 93.3%. As a reaction SMILES: [Cl:1][C:2]1[CH:3]=[C:4]([C:9]2([C:24]([F:27])([F:26])[F:25])[O:13][N:12]=[C:11]([C:14]3[CH:22]=[CH:21][C:17]([C:18]([NH2:20])=[O:19])=[C:16]([CH3:23])[CH:15]=3)[CH2:10]2)[CH:5]=[C:6]([Cl:8])[CH:7]=1.C=O.[C:30](=O)([O-])[O-:31].O>O1CCOCC1.C(OCC)(=O)C>[Cl:1][C:2]1[CH:3]=[C:4]([C:9]2([C:24]([F:25])([F:27])[F:26])[O:13][N:12]=[C:11]([C:14]3[CH:22]=[CH:21][C:17]([C:18]([NH:20][CH2:30][OH:31])=[O:19])=[C:16]([CH3:23])[CH:15]=3)[CH2:10]2)[CH:5]=[C:6]([Cl:8])[CH:7]=1. Reported procedure: In a solution of 7.00 g of 4-[5-(3,5-dichlorophenyl)-5-trifluoromethyl-4,5-dihydroisoxazol-3-yl]-2-methyl benzoic acid amide synthesized in Step 1 of Synthetic Example 19 in 70 mL of 1,4-dioxane, 1.82 g of 37% formalin, 7.00 g of potasiium carbonate and 15 mL of water were added at room temperature with stirring, and stirred at the same temperature for 3 hours. After the completion of the reaction, the reaction mixture was diluted by adding 200 mL of ethyl acetate, washed with water (50 mL×1), a... The reactants are NC1=NC=C(C(=C1[N+](=O)[O-])N1CCN(CC1)CC(=O)NC1=CC=CC=C1)Cl (2-(4-(2-amino-5-chloro-3-nitropyridin-4-yl)piperazin-1-yl)-N-phenylacetamide), CN(C1=CC=C(C=O)C=C1)C (4-dimethylaminobenzaldehyde), [O-]S(=O)S(=O)[O-].[Na+].[Na+] (Na2S2O4). Solvent: C(C)O (ethanol). Reaction conditions: temperature 70 celsius. The product is ClC=1C(=C2C(=NC1)NC(=N2)C2=CC=C(C=C2)N(C)C)N2CCN(CC2)CC(=O)NC2=CC=CC=C2 (2-(4-(6-Chloro-2-(4-(dimethylamino)phenyl)-3H-imidazo[4,5-b]pyridin-7-yl)piperazin-1-yl)-N-phenylacetamide). As a reaction SMILES: [NH2:1][C:2]1[C:7]([N+:8]([O-])=O)=[C:6]([N:11]2[CH2:16][CH2:15][N:14]([CH2:17][C:18]([NH:20][C:21]3[CH:26]=[CH:25][CH:24]=[CH:23][CH:22]=3)=[O:19])[CH2:13][CH2:12]2)[C:5]([Cl:27])=[CH:4][N:3]=1.[CH3:28][N:29]([CH3:38])[C:30]1[CH:37]=[CH:36][C:33]([CH:34]=O)=[CH:32][CH:31]=1.[O-]S(S([O-])=O)=O.[Na+].[Na+]>C(O)C>[Cl:27][C:5]1[C:6]([N:11]2[CH2:16][CH2:15][N:14]([CH2:17][C:18]([NH:20][C:21]3[CH:26]=[CH:25][CH:24]=[CH:23][CH:22]=3)=[O:19])[CH2:13][CH2:12]2)=[C:7]2[N:8]=[C:34]([C:33]3[CH:36]=[CH:37][C:30]([N:29]([CH3:38])[CH3:28])=[CH:31][CH:32]=3)[NH:1][C:2]2=[N:3][CH:4]=1 |f:2.3.4|. Procedure: To a mixture of 2-(4-(2-amino-5-chloro-3-nitropyridin-4-yl)piperazin-1-yl)-N-phenylacetamide (0.040 g, 0.10 mmol), ethanol (3 ml), and 4-dimethylaminobenzaldehyde (0.019 g, 0.13 mmol) was added a freshly prepared aqueous solution of Na2S2O4 (1M; 0.40 ml, 0.40 mmol). The reaction mixture was heated at 70° C. for 3 h, then allowed to cool to room temperature and the solvents were removed in vacuo. The residue was absorbed on silica gel and the free running powder was placed on a 10 g isolute silic...